Dataset: the Open Reaction Database (ORD), a public repository of structured organic reaction records. Task: describe an organic reaction: reactants, conditions, products, and yield Reaction SMILES: [CH2:1]([C@@H:8]1[CH2:13][C@@H:12]([N:14]([CH2:21][C:22]2[C:31]3[C:26](=[CH:27][CH:28]=[CH:29][CH:30]=3)[N:25]=[CH:24][CH:23]=2)C(=O)C(F)(F)F)[CH2:11][CH2:10][N:9]1[C:32](=[O:40])[CH2:33][C:34]1[CH:39]=[CH:38][N:37]=[CH:36][CH:35]=1)[C:2]1[CH:7]=[CH:6][CH:5]=[CH:4][CH:3]=1.[BH4-].[Na+]>>[CH2:1]([C@@H:8]1[CH2:13][C@@H:12]([NH:14][CH2:21][C:22]2[C:31]3[C:26](=[CH:27][CH:28]=[CH:29][CH:30]=3)[N:25]=[CH:24][CH:23]=2)[CH2:11][CH2:10][N:9]1[C:32](=[O:40])[CH2:33][C:34]1[CH:39]=[CH:38][N:37]=[CH:36][CH:35]=1)[C:2]1[CH:7]=[CH:6][CH:5]=[CH:4][CH:3]=1 |f:1.2|. Product: C(C1=CC=CC=C1)[C@H]1N(CC[C@@H](C1)NCC1=CC=NC2=CC=CC=C12)C(CC1=CC=NC=C1)=O ((2R*,4S*)-2-benzyl-1-(4-pyridylacetyl)-N-(4-quinolylmethyl)-4-piperidinamine). Procedure: 200 mg (0.366 mmol) of (2R*,4S*)-2-benzyl-1-(4-pyridylacetyl)-N-(4-quinolylmethyl)-N-trifluoroacetyl-4-piperidinamine are reacted with 55 mg (1.46 mmol) of sodium borohydride in analogy to Example 2. The title compound ##STR45## is obtained as white foam. TLC: methylene chloride/methanol/conc. ammonia (700:50:1) Rf =0.31, FD-MS: M+ =450. The reactants are C(C1=CC=CC=C1)[C@H]1N(CC[C@@H](C1)N(C(C(F)(F)F)=O)CC1=CC=NC2=CC=CC=C12)C(CC1=CC=NC=C1)=O ((2R*,4S*)-2-benzyl-1-(4-pyridylacetyl)-N-(4-quinolylmethyl)-N-trifluoroacetyl-4-piperidinamine), [BH4-].[Na+] (sodium borohydride).